Dataset: the Open Reaction Database (ORD), a public repository of structured organic reaction records. Task: describe an organic reaction: reactants, conditions, products, and yield Starting materials: CC(=O)O, CCOC(=O)c1ccc2c(c1)C(SC)C(=O)N2, [Zn]. The product is CCOC(=O)c1ccc2c(c1)CC(=O)N2. RXN SMILES: [CH3:18][C:19](=[O:20])[OH:21].[CH3:1][S:2][CH:3]1[C:4](=[O:17])[NH:5][c:6]2[cH:7][cH:8][c:9]([C:12](=[O:13])[O:14][CH2:15][CH3:16])[cH:10][c:11]21.[Zn:22]>>[CH2:3]1[C:4](=[O:17])[NH:5][c:6]2[cH:7][cH:8][c:9]([C:12](=[O:13])[O:14][CH2:15][CH3:16])[cH:10][c:11]21. The product is COc1cc(C)c(S(=O)(=O)N2CCCCC2COCC(=O)N2CCC(OCCn3cncn3)(c3cccnc3)CC2)c(C)c1. As a reaction SMILES: [CH3:1][O:2][c:3]1[cH:4][c:5]([CH3:25])[c:6]([S:10](=[O:11])(=[O:12])[N:13]2[CH:14]([CH2:19][O:20][CH2:21][C:22](=[O:23])[OH:24])[CH2:15][CH2:16][CH2:17][CH2:18]2)[c:7]([CH3:9])[cH:8]1.[n:26]1([CH2:31][CH2:32][O:33][C:34]2([c:47]3[cH:48][n:49][cH:50][cH:51][cH:52]3)[CH2:35][CH2:36][N:37]([C:40]([O:41][C:42]([CH3:43])([CH3:44])[CH3:45])=[O:46])[CH2:38][CH2:39]2)[n:27][cH:28][n:29][cH:30]1>>[CH3:1][O:2][c:3]1[cH:4][c:5]([CH3:25])[c:6]([S:10](=[O:11])(=[O:12])[N:13]2[CH:14]([CH2:19][O:20][CH2:21][C:22](=[O:24])[N:37]3[CH2:36][CH2:35][C:34]([O:33][CH2:32][CH2:31][n:26]4[n:27][cH:28][n:29][cH:30]4)([c:47]4[cH:48][n:49][cH:50][cH:51][cH:52]4)[CH2:39][CH2:38]3)[CH2:15][CH2:16][CH2:17][CH2:18]2)[c:7]([CH3:9])[cH:8]1. Reactants: COc1cc(C)c(S(=O)(=O)N2CCCCC2COCC(=O)O)c(C)c1, CC(C)(C)OC(=O)N1CCC(OCCn2cncn2)(c2cccnc2)CC1. The reactants are NCCNC(=O)C=1SC=CC1NC1=C2C(=NC=C1)NC=C2 (3-(1H-Pyrrolo[2,3-b]pyridin-4-ylamino)-thiophene-2-carboxylic acid (2-amino-ethyl)-amide), C(=O)(OC(C)(C)C)NCCCN (3-(Boc-amino)-propylamine). The product is NCCCNC(=O)C=1SC=CC1NC1=C2C(=NC=C1)NC=C2 (3-(1H-Pyrrolo[2,3-b]pyridin-4-ylamino)-thiophene-2-carboxylic acid (3-amino-propyl)-amide). Reaction SMILES: N[CH2:2][CH2:3][NH:4][C:5]([C:7]1[S:8][CH:9]=[CH:10][C:11]=1[NH:12][C:13]1[CH:18]=[CH:17][N:16]=[C:15]2[NH:19][CH:20]=[CH:21][C:14]=12)=[O:6].[C:22]([NH:29]CCCN)(OC(C)(C)C)=O>>[NH2:29][CH2:22][CH2:2][CH2:3][NH:4][C:5]([C:7]1[S:8][CH:9]=[CH:10][C:11]=1[NH:12][C:13]1[CH:18]=[CH:17][N:16]=[C:15]2[NH:19][CH:20]=[CH:21][C:14]=12)=[O:6]. Procedure: This compound was prepared in an analogous manner as 3-(1H-Pyrrolo[2,3-b]pyridin-4-ylamino)-thiophene-2-carboxylic acid (2-amino-ethyl)-amide using 3-(Boc-amino)-propylamine instead of tert-butyl-2-amino ethyl carbamate. LCMS (ESI) 316 (M+H) 1H NMR (400 MHz, DMSO-d6) δ ppm 12.47 (1H, br. s.) 10.84 (1H, s) 8.66 (1H, t, J=5.56 Hz) 8.04 (1H, d, J=6.83 Hz) 7.87 (3H, d, J=5.27 Hz) 7.36-7.42 (1H, m) 7.30 (1H, d, J=5.27 Hz) 6.81 (1H, br. s.) 6.67 (1H, d, J=7.03 Hz) 3.23 (2H, q, J=6.44 Hz) 2.66-2.82 (2H... Reaction SMILES: [CH3:1][O:2][C:3](=[O:21])[CH2:4][S:5][C:6]1[C:11]([C:12]#[N:13])=[C:10]([C:14]2[CH:19]=[CH:18][CH:17]=[CH:16][CH:15]=2)[N:9]=[C:8]([NH2:20])[N:7]=1.C[O-].[Na+]>CO>[CH3:1][O:2][C:3]([C:4]1[S:5][C:6]2[N:7]=[C:8]([NH2:20])[N:9]=[C:10]([C:14]3[CH:19]=[CH:18][CH:17]=[CH:16][CH:15]=3)[C:11]=2[C:12]=1[NH2:13])=[O:21] |f:1.2|. The product is COC(=O)C1=C(C2=C(N=C(N=C2C2=CC=CC=C2)N)S1)N (2,5-diamino-4-phenyl-thieno[2,3-d]pyrimidine-6-carboxylic acid methyl ester). Conditions: time 16 hour. Reported procedure: Following the method of Perez et al. (Synthesis 1983, 402), to a stirred solution of 0.27 g (0.9 mmol) (2-amino-5-cyano-6-phenyl-pyrimidin-4-ylsulfanyl)-acetic acid methyl ester in 25 ml methanol was added 0.17 ml (0.9 mmol) sodium methylate solutiuon (5.4M in methanol) and stirring continued for 16 hours at reflux. The reaction mixture was then concentrated in vacuo to ca 5 ml and the resulting crystals collected by filtration and washed with ether/methanol (10/1) to afford 0.2 g (74%) 2,5-diam... The solvent is CO (methanol). Reactants: COC(CSC1=NC(=NC(=C1C#N)C1=CC=CC=C1)N)=O ((2-amino-5-cyano-6-phenyl-pyrimidin-4-ylsulfanyl)-acetic acid methyl ester), C[O-].[Na+] (sodium methylate). The yield is 74.0%. Starting materials: COC(C(CC)C)=O (α-methyl-butyric acid methyl ester), [H-].[Na+] (sodium hydride), C(C1=CC=CC=C1)Cl (benzyl chloride). Run in O1CCCC1 (tetrahydrofuran), O1CCCC1 (tetrahydrofuran). Run at time 16 hour. The product is COC(C(CC1=CC=CC=C1)(C)CC)=O (α-ethyl-α-methyl-dihydrocinnamic acid methyl ester). RXN SMILES: [CH3:1][O:2][C:3](=[O:8])[CH:4]([CH3:7])[CH2:5][CH3:6].[H-].[Na+].[CH2:11](Cl)[C:12]1[CH:17]=[CH:16][CH:15]=[CH:14][CH:13]=1>O1CCCC1>[CH3:1][O:2][C:3](=[O:8])[C:4]([CH2:5][CH3:6])([CH3:7])[CH2:11][C:12]1[CH:17]=[CH:16][CH:15]=[CH:14][CH:13]=1 |f:1.2|. Procedure details: 202.7 g of α-methyl-butyric acid methyl ester are added dropwise to a suspension of 44 g of sodium hydride in 1.3 liters of tetrahydrofuran and the mixture is subsequently boiled at reflux with stirring for 16 hours. A solution of 204 cc of benzyl chloride in 500 cc of tetrahydrofuran is then added dropwise and the reaction mixture is boiled at reflux for a further 70 hours. Working up is effected by removing the tetrahydrofuran by distillation, cooling the mixture, adding 600 cc of petroleum et...